Dataset: the Open Reaction Database (ORD), a public repository of structured organic reaction records. Task: describe an organic reaction: reactants, conditions, products, and yield Reactants: Cc1ccnc(Br)c1, O=C1CCC(=O)N1Br, ClC(Cl)(Cl)Cl, CC(C)(C#N)N=NC(C)(C)C#N. The product is BrCc1ccnc(Br)c1. Reaction SMILES: [Br:1][c:2]1[n:3][cH:4][cH:5][c:6]([CH3:8])[cH:7]1.[Br:9][N:10]1[C:11](=[O:12])[CH2:13][CH2:14][C:15]1=[O:16].[C:29]([Cl:30])([Cl:31])([Cl:32])[Cl:33].[N:17]([C:18]([CH3:19])([CH3:20])[C:21]#[N:22])=[N:23][C:24]([CH3:25])([CH3:26])[C:27]#[N:28]>>[Br:1][c:2]1[n:3][cH:4][cH:5][c:6]([CH2:8][Br:9])[cH:7]1.